describe an organic reaction: reactants, conditions, products, and yield From a dataset of the Open Reaction Database (ORD), a public repository of structured organic reaction records. Solvent: ClC1=CC=CC=C1 (chlorobenzene). Yields the product CCCCCCCCC=CCCCCCCCC (9-octadecene). Reactants: unsaturated esters, C(CCCCCCC\C=C/CCCCCCCC)(=O)OC (methyl oleate), Cl[Sn](Cl)(Cl)Cl (SnCl4), [Si](Cl)(Cl)(Cl)Cl (SiCl4). Reported procedure: Several other runs were carried out to demonstrate the use of embodiment A for the disproportionation of unsaturated esters. In run 201, 21 mmoles of methyl oleate, 0.22 mmoles of (methoxyphenylcarbene)pentacarbonyltungsten(0), 2.2 mmoles of SnCl4, and 2.2 mmoles of SiCl4 in about 18 ml of chlorobenzene were stirred at 55° C. for 72 hours. The reaction product mixture contained a 16% yield of 9-octadecene and about a 10% yield of dimethyl 9-octadecen-1,18-dioate. The yield of 9-octadecene is inc... RXN SMILES: [C:1](OC)(=O)[CH2:2][CH2:3][CH2:4][CH2:5][CH2:6][CH2:7][CH2:8]/[CH:9]=[CH:10]\[CH2:11][CH2:12][CH2:13][CH2:14][CH2:15][CH2:16][CH2:17][CH3:18].Cl[Sn](Cl)(Cl)Cl.[Si](Cl)(Cl)(Cl)Cl>ClC1C=CC=CC=1.COC(=[W-2](=C=O)(=C=O)(=C=O)(=C=O)=C=O)C1C=CC=CC=1>[CH3:1][CH2:2][CH2:3][CH2:4][CH2:5][CH2:6][CH2:7][CH2:8][CH:9]=[CH:10][CH2:11][CH2:12][CH2:13][CH2:14][CH2:15][CH2:16][CH2:17][CH3:18]. Isolated yield 16.0%. The reagents and catalysts are COC(C1=CC=CC=C1)=[W-2](=C=O)(=C=O)(=C=O)(=C=O)=C=O ((methoxyphenylcarbene)pentacarbonyltungsten(0)). Starting materials: C[O-].[Na+] (sodium methoxide), C(#N)CC(=O)N (cyanoacetamide), ClC1=CC=C(C=C1)C(C=O)=CN(C)C (2-(4-chlorophenyl)-3-(dimethylamino)-2-propenal). The solvent is CO (methanol). Product: ClC1=CC=C(C=C1)C=1C=C(C(NC1)=O)C#N (5-(4-Chlorophenyl)-1,2-dihydro-2-oxo-3-pyridinecarbonitrile). As a reaction SMILES: C[O-].[Na+].[C:4]([CH2:6][C:7]([NH2:9])=[O:8])#[N:5].[Cl:10][C:11]1[CH:16]=[CH:15][C:14]([C:17](=[CH:20]N(C)C)[CH:18]=O)=[CH:13][CH:12]=1>CO>[Cl:10][C:11]1[CH:16]=[CH:15][C:14]([C:17]2[CH:20]=[C:6]([C:4]#[N:5])[C:7](=[O:8])[NH:9][CH:18]=2)=[CH:13][CH:12]=1 |f:0.1|. Procedure: To a solution of 37.6 g. of sodium methoxide in 650 ml. of methanol is added 29.24 g. of cyanoacetamide followed by 26.1 g. of 2-(4-chlorophenyl)-3-(dimethylamino)-2-propenal. The resulting solution is heated at reflux temperature for 16 hours to separate a yellow solid. Then 50 ml. of glacial acetic acid is added and the mixture is diluted with water, causing a new yellow solid to separate. This solid is collected by filtration and is washed with water to give 60.5 g. of the product of the Exam... The reactants are Cl (HCl), NC=1OC2=C(C1C1=CC(=C(C=C1)C)C)C=C(C=C2C(C)(C)C)C(C)(C)C (2-amino-5,7-di-tert-butyl-3-(3,4-dimethylphenyl)-benzofurane), NC=1OC2=C(C1C1=CC(=C(C=C1)C)C)C=C(C=C2C(C)(C)C)C(C)(C)C (2-amino-5,7-di-tert-butyl-3-(3,4-dimethylphenyl)-benzofurane), CO (methanol). Run in O (water). Run at time 2 hour. The product is C(C)(C)(C)C=1C=C(C2=C(C(C(O2)=O)C2=CC(=C(C=C2)C)C)C1)C(C)(C)C (5,7-di-tert-butyl-3-(3,4-dimethylphenyl)-3H-benzofuran-2-one). As a reaction SMILES: Cl.N[C:3]1[O:4][C:5]2[C:19]([C:20]([CH3:23])([CH3:22])[CH3:21])=[CH:18][C:17]([C:24]([CH3:27])([CH3:26])[CH3:25])=[CH:16][C:6]=2[C:7]=1[C:8]1[CH:13]=[CH:12][C:11]([CH3:14])=[C:10]([CH3:15])[CH:9]=1.C[OH:29]>O>[C:24]([C:17]1[CH:18]=[C:19]([C:20]([CH3:22])([CH3:23])[CH3:21])[C:5]2[O:4][C:3](=[O:29])[CH:7]([C:8]3[CH:13]=[CH:12][C:11]([CH3:14])=[C:10]([CH3:15])[CH:9]=3)[C:6]=2[CH:16]=1)([CH3:27])([CH3:26])[CH3:25]. Reported procedure: 0.35 ml (0.70 mmol) of 2N HCl is added at room temperature to a solution of 0.22 g (0.63 mmol) of 2-amino-5,7-di-tert-butyl-3-(3,4-dimethylphenyl)-benzofurane [compound (302), Table 3, prepared according to Example 2a] in 5 ml methanol and stirred at room temperature for 2 hours. The reaction mixture is diluted with water and extracted three times with ethyl acetate. The organic phases are combined, dried over sodium sulfate and concentrated using a vacuum rotary evaporator. Crystallisation of t... Starting materials: Cl.Cl.NC1=CC(=C(C(=O)NCC2CCNCC2)C=C1Cl)OC (4-Amino-5-chloro-2-methoxy-N-(piperidin-4-ylmethyl)benzamide dihydrochloride), C1(=CC=CC=C1)S(=O)(=O)CCCCl (3-phenylsulfonylpropyl chloride). The product is NC1=CC(=C(C(=O)NCC2CCN(CC2)CCCS(=O)(=O)C2=CC=CC=C2)C=C1Cl)OC (4-amino-5-chloro-2-methoxy-N-((1-(3-(phenylsulfonyl)propyl)piperidin-4-yl)methyl)-benzamide). Reaction SMILES: Cl.Cl.[NH2:3][C:4]1[C:19]([Cl:20])=[CH:18][C:7]([C:8]([NH:10][CH2:11][CH:12]2[CH2:17][CH2:16][NH:15][CH2:14][CH2:13]2)=[O:9])=[C:6]([O:21][CH3:22])[CH:5]=1.[C:23]1([S:29]([CH2:32][CH2:33][CH2:34]Cl)(=[O:31])=[O:30])[CH:28]=[CH:27][CH:26]=[CH:25][CH:24]=1>>[NH2:3][C:4]1[C:19]([Cl:20])=[CH:18][C:7]([C:8]([NH:10][CH2:11][CH:12]2[CH2:13][CH2:14][N:15]([CH2:34][CH2:33][CH2:32][S:29]([C:23]3[CH:28]=[CH:27][CH:26]=[CH:25][CH:24]=3)(=[O:30])=[O:31])[CH2:16][CH2:17]2)=[O:9])=[C:6]([O:21][CH3:22])[CH:5]=1 |f:0.1.2|. Reported procedure: 4-Amino-5-chloro-2-methoxy-N-(piperidin-4-ylmethyl)benzamide dihydrochloride and 3-phenylsulfonylpropyl chloride were reacted and treated in the same manner as in Example 199 to give 4-amino-5-chloro-2-methoxy-N-((1-(3-(phenylsulfonyl)propyl)piperidin-4-yl)methyl)-benzamide.